From a dataset of the Open Reaction Database (ORD), a public repository of structured organic reaction records. describe an organic reaction: reactants, conditions, products, and yield Starting materials: O=S(=O)(Cl)c1cccc(F)c1, CC1(C)Cc2cc(C(=O)O)ccc2NC1c1ccc(F)c(N)c1, c1ccncc1. The product is CC1(C)Cc2cc(C(=O)O)ccc2NC1c1ccc(F)c(NS(=O)(=O)c2cccc(F)c2)c1. Reaction SMILES: [F:24][c:25]1[cH:26][c:27]([S:31](=[O:32])(=[O:33])[Cl:34])[cH:28][cH:29][cH:30]1.[NH2:1][c:2]1[cH:3][c:4]([CH:9]2[NH:10][c:11]3[cH:12][cH:13][c:14]([C:21](=[O:22])[OH:23])[cH:15][c:16]3[CH2:17][C:18]2([CH3:19])[CH3:20])[cH:5][cH:6][c:7]1[F:8].[cH:35]1[cH:36][cH:37][n:38][cH:39][cH:40]1>>[NH:1]([c:2]1[cH:3][c:4]([CH:9]2[NH:10][c:11]3[cH:12][cH:13][c:14]([C:21](=[O:22])[OH:23])[cH:15][c:16]3[CH2:17][C:18]2([CH3:19])[CH3:20])[cH:5][cH:6][c:7]1[F:8])[S:31]([c:27]1[cH:26][c:25]([F:24])[cH:30][cH:29][cH:28]1)(=[O:32])=[O:33]. Reactants: CCn1ncc2c(NN)c(C(=O)O)cnc21, CCn1ncc2c1ncc1c(=O)[nH]c3nc(SC)nn3c12, C1COCCN1, CN(C)CCCN, CC(C)n1ncc2c(NN)c(C(=O)O)cnc21, CCc1nc2nc(Cl)c3cnc4c(cnn4C(C)C)c3n2n1. Yields the product CCc1nc2nc(N3CCOCC3)c3cnc4c(cnn4C(C)C)c3n2n1. As a reaction SMILES: [CH2:18]([n:19]1[c:20]2[n:21][cH:22][c:23]([C:24]([OH:25])=[O:26])[c:27]([NH:28][NH2:29])[c:30]2[cH:31][n:32]1)[CH3:33].[CH2:34]([n:35]1[c:36]2[n:37][cH:38][c:39]3[c:40](=[O:41])[nH:42][c:43]4[n:44]([n:45][c:46]([S:47][CH3:48])[n:49]4)[c:50]3[c:51]2[cH:52][n:53]1)[CH3:54].[CH2:55]1[CH2:56][O:57][CH2:58][CH2:59][NH:60]1.[CH3:61][N:62]([CH3:63])[CH2:64][CH2:65][CH2:66][NH2:67].[CH:1]([n:2]1[c:3]2[n:4][cH:5][c:6]([C:7]([OH:8])=[O:9])[c:10]([NH:11][NH2:12])[c:13]2[cH:14][n:15]1)([CH3:16])[CH3:17].[Cl:68][c:69]1[n:70][c:71]2[n:72]([c:73]3[c:74]1[cH:75][n:76][c:77]1[c:78]3[cH:79][n:80][n:81]1[CH:82]([CH3:83])[CH3:84])[n:85][c:86]([CH2:88][CH3:89])[n:87]2>>[CH2:55]1[CH2:56][O:57][CH2:58][CH2:59][N:60]1[c:69]1[n:70][c:71]2[n:72]([c:73]3[c:74]1[cH:75][n:76][c:77]1[c:78]3[cH:79][n:80][n:81]1[CH:82]([CH3:83])[CH3:84])[n:85][c:86]([CH2:88][CH3:89])[n:87]2. Starting materials: COC1=CC=CC(=N1)N1CCN(CC1)C=O (4-(6-methoxy-2-pyridinyl)1-piperazinecarboxaldehyde), [OH-].[Na+] (NaOH). Solvent: Cl (HCl). Run at temperature 0 celsius. The product is COC1=CC=CC(=N1)N1CCNCC1 (1-(6-methoxy-2-pyridinyl)piperazine). The yield is 83.0%. RXN SMILES: [CH3:1][O:2][C:3]1[N:8]=[C:7]([N:9]2[CH2:14][CH2:13][N:12](C=O)[CH2:11][CH2:10]2)[CH:6]=[CH:5][CH:4]=1.[OH-].[Na+]>Cl>[CH3:1][O:2][C:3]1[N:8]=[C:7]([N:9]2[CH2:14][CH2:13][NH:12][CH2:11][CH2:10]2)[CH:6]=[CH:5][CH:4]=1 |f:1.2|. Procedure: A mixture of the formamide intermediate, prepared above, (3.55 g) in 6 N HCl (30 mL) was heated at reflux for 1/2 h. The reaction was cooled to 0° C., made basic with 10N NaOH, and extracted with CH2Cl2 (3×50 mL). The combined organic layers were washed with sat. NaCl solution, dried with anhydrous K2CO3, filtered, and concentrat.ed under reduced pressure to afford 1-(6-methoxy-2-pyridinyl)piperazine (2.72 g; 83%).